Dataset: the Open Reaction Database (ORD), a public repository of structured organic reaction records. Task: describe an organic reaction: reactants, conditions, products, and yield Reactants: OC1=C(C=CC(=C1)O)C1=NC(=NC(=N1)C1=CC(=CC=C1)OC)C1=CC(=CC=C1)OC (2-(2,4-dihydroxyphenyl)-4,6-bis(3-methoxyphenyl)-1,3,5-triazine), BrC=1C=C(C=CC1)OC (3-bromoanisole), C([O-])([O-])=O.[K+].[K+] (potassium carbonate), [I-].[K+] (potassium iodide), BrCCCCCC (1-bromohexane). The solvent is C(C)OCCO (2-ethoxyethanol). Conditions: time 1 hour. Product: OC1=C(C=CC(=C1)OCCCCCC)C1=NC(=NC(=N1)C1=CC(=CC=C1)OC)C1=CC(=CC=C1)OC (2-(2-Hydroxy-4-hexyloxyphenyl)-4,6-bis(3-methoxyphenyl)-1,3,5-triazine). Reaction SMILES: [OH:1][C:2]1[CH:7]=[C:6]([OH:8])[CH:5]=[CH:4][C:3]=1[C:9]1[N:14]=[C:13]([C:15]2[CH:20]=[CH:19][CH:18]=[C:17]([O:21][CH3:22])[CH:16]=2)[N:12]=[C:11]([C:23]2[CH:28]=[CH:27][CH:26]=[C:25]([O:29][CH3:30])[CH:24]=2)[N:10]=1.Br[C:32]1[CH:33]=[C:34](OC)[CH:35]=[CH:36][CH:37]=1.C(=O)([O-])[O-].[K+].[K+].[I-].[K+].BrCCCCCC>C(OCCO)C>[OH:1][C:2]1[CH:7]=[C:6]([O:8][CH2:34][CH2:33][CH2:32][CH2:37][CH2:36][CH3:35])[CH:5]=[CH:4][C:3]=1[C:9]1[N:14]=[C:13]([C:15]2[CH:20]=[CH:19][CH:18]=[C:17]([O:21][CH3:22])[CH:16]=2)[N:12]=[C:11]([C:23]2[CH:28]=[CH:27][CH:26]=[C:25]([O:29][CH3:30])[CH:24]=2)[N:10]=1 |f:2.3.4,5.6|. Reported procedure: 10 g (0.025 mol) of 2-(2,4-dihydroxyphenyl)-4,6-bis(3-methoxyphenyl)-1,3,5-triazine (prepared by the method of Example 8 starting from 3-bromoanisole), 3.8 g of potassium carbonate and 30 mg of potassium iodide are heated in 25 ml of 2-ethoxyethanol at 110 C. for one hour, followed by dropwise addition of 6.7 g (0.041 mol) of 1-bromohexane and stirring at 110 C. for a further 32 hours. After cooling, the mixture is filtered, the solid material is washed neutral with water and then washed with me... Starting materials: ClCCN=C=O (2-chloroethyl-isocyanate), NC=1C=C(C=C(C1)S(=O)(=O)C)NC1=NC=2N(CC(N(C2C=N1)C)=O)C(C)C (2-(3-Amino-5-(methylsulfonyl)-phenylamino)-8-isopropyl-5-methyl-7,8-dihydro-5H-pteridin-6-one), C(C)(C)OC(C)C (isopropyl ether). Solvent: O1CCOCC1 (1,4-dioxane), O1CCOCC1 (1,4-dioxane). Conditions: time 3 hour. The product is ClCCNC(=O)NC1=CC(=CC(=C1)S(=O)(=O)C)NC1=NC=2N(CC(N(C2C=N1)C)=O)C(C)C (1-(2-chloro-ethyl)-3-[3-(8-isopropyl-5-methyl-6-oxo-5,6,7,8-tetrahydro-pteridin-2-ylamino)-5-methylsulfonyl-phenyl]urea). Reaction SMILES: [NH2:1][C:2]1[CH:3]=[C:4]([NH:12][C:13]2[N:22]=[CH:21][C:20]3[N:19]([CH3:23])[C:18](=[O:24])[CH2:17][N:16]([CH:25]([CH3:27])[CH3:26])[C:15]=3[N:14]=2)[CH:5]=[C:6]([S:8]([CH3:11])(=[O:10])=[O:9])[CH:7]=1.[Cl:28][CH2:29][CH2:30][N:31]=[C:32]=[O:33].C(OC(C)C)(C)C>O1CCOCC1>[Cl:28][CH2:29][CH2:30][NH:31][C:32]([NH:1][C:2]1[CH:7]=[C:6]([S:8]([CH3:11])(=[O:9])=[O:10])[CH:5]=[C:4]([NH:12][C:13]2[N:22]=[CH:21][C:20]3[N:19]([CH3:23])[C:18](=[O:24])[CH2:17][N:16]([CH:25]([CH3:27])[CH3:26])[C:15]=3[N:14]=2)[CH:3]=1)=[O:33]. Procedure details: 2-(3-Amino-5-(methylsulfonyl)-phenylamino)-8-isopropyl-5-methyl-7,8-dihydro-5H-pteridin-6-one (300 mg; 0.768 mmol) was diluted under nitrogen atmosphere in 3 ml of dry 1,4-dioxane, then a solution of 2-chloroethyl-isocyanate (0.09 ml; 0.999 mmol) in 2 ml of dry 1,4-dioxane was added drop-wise. The reaction mixture was stirred at room temperature for 3 h, then warmed to 60° C. and maintained at that temperature for 3 h. The reaction mixture was then concentrated in vacuo. The crude obtained was t... Reactants: N[C@@H]1C(N(C2=C(C(=N1)C1=CC=CC=C1)C=CC=C2)C)=O (3-(S)-amino-1,3-dihydro-1-methyl-5-phenyl-2H-1,4-benzodiazepin-2-one), COC=1C=C(C=CC1)CC(=O)Cl (3-methoxyphenylacetylchloride). Product: CN1C([C@H](N=C(C2=C1C=CC=C2)C2=CC=CC=C2)NC(CC2=CC(=CC=C2)OC)=O)=O ((S)-N-(2,3-Dihydro-1-methyl-2-oxo-5-phenyl-1H-1,4-benzodiazepin-3-yl)-3-methoxybenzeneacetamide). RXN SMILES: [NH2:1][C@H:2]1[N:8]=[C:7]([C:9]2[CH:14]=[CH:13][CH:12]=[CH:11][CH:10]=2)[C:6]2[CH:15]=[CH:16][CH:17]=[CH:18][C:5]=2[N:4]([CH3:19])[C:3]1=[O:20].[CH3:21][O:22][C:23]1[CH:24]=[C:25]([CH2:29][C:30](Cl)=[O:31])[CH:26]=[CH:27][CH:28]=1>>[CH3:19][N:4]1[C:5]2[CH:18]=[CH:17][CH:16]=[CH:15][C:6]=2[C:7]([C:9]2[CH:14]=[CH:13][CH:12]=[CH:11][CH:10]=2)=[N:8][C@H:2]([NH:1][C:30](=[O:31])[CH2:29][C:25]2[CH:26]=[CH:27][CH:28]=[C:23]([O:22][CH3:21])[CH:24]=2)[C:3]1=[O:20]. Reported procedure: The procedure of Example 134 was carried out using equivalent amounts of 3-(S)-amino-1,3-dihydro-1-methyl-5-phenyl-2H-1,4-benzodiazepin-2-one and 3-methoxyphenylacetylchloride. The product was purified by chromatography on silica gel (hexane-ethyl acetate elution). The combined product fractions were evaporated to dryness in vacuo and crystallized to give the title compound which was dried at 65° C.: m.p. 198°-199° C. Reactants: Cc1ccccc1, CC(C)(O)c1ccc2c(c1)nc(N)c1ncccc12. The product is C=C(C)c1ccc2c(c1)nc(N)c1ncccc12. RXN SMILES: [CH3:20][c:21]1[cH:22][cH:23][cH:24][cH:25][cH:26]1.[NH2:1][c:2]1[n:3][c:4]2[c:5]([c:6]3[cH:7][cH:8][cH:9][n:10][c:11]13)[cH:12][cH:13][c:14]([C:16]([CH3:17])([CH3:18])[OH:19])[cH:15]2>>[NH2:1][c:2]1[n:3][c:4]2[c:5]([c:6]3[cH:7][cH:8][cH:9][n:10][c:11]13)[cH:12][cH:13][c:14]([C:16](=[CH2:17])[CH3:18])[cH:15]2.